Dataset: the Open Reaction Database (ORD), a public repository of structured organic reaction records. Task: describe an organic reaction: reactants, conditions, products, and yield Starting materials: Cc1c(CC(C)C)csc1C(=O)O, CCOCC, [Cl-], [Li]C, [NH4+]. Yields the product CC(=O)c1scc(CC(C)C)c1C. Reaction SMILES: [CH2:1]([CH:2]([CH3:3])[CH3:4])[c:5]1[c:6]([CH3:13])[c:7]([C:10](=[O:11])[OH:12])[s:8][cH:9]1.[CH3:18][CH2:19][O:20][CH2:21][CH3:22].[Cl-:16].[Li:14][CH3:15].[NH4+:17]>>[CH2:1]([CH:2]([CH3:3])[CH3:4])[c:5]1[c:6]([CH3:13])[c:7]([C:10](=[O:12])[CH3:15])[s:8][cH:9]1. Starting materials: CCOC(=O)C (EtOAc), COC(=O)C=1C(=C2C=C(C(N(C2=CN1)CCC1=CC=CC=C1)=O)Br)O (3-bromo-5-hydroxy-2-oxo-1-phenethyl-1,2-dihydro-[1,7]naphthyridine-6-carboxylic acid methyl ester), C1(=CC=CC=C1)[Sn](CCCC)(CCCC)CCCC (PhSnBu3). The reagents and catalysts are Cl[Pd]([P](C1=CC=CC=C1)(C2=CC=CC=C2)C3=CC=CC=C3)([P](C4=CC=CC=C4)(C5=CC=CC=C5)C6=CC=CC=C6)Cl (PdCl2(PPh3)2). The solvent is [Cl-].[Na+].O (brine), CN(C)C=O (DMF). Reaction conditions: temperature 120 celsius. Product: COC(=O)C=1C(=C2C=C(C(N(C2=CN1)CCC1=CC=CC=C1)=O)C1=CC=CC=C1)O (5-Hydroxy-2-oxo-1-phenethyl-3-phenyl-1,2-dihydro-[1,7]naphthyridine-6-carboxylic acid methyl ester). Yield: 92.0%. Reaction SMILES: [CH3:1][O:2][C:3]([C:5]1[C:6]([OH:25])=[C:7]2[C:12](=[CH:13][N:14]=1)[N:11]([CH2:15][CH2:16][C:17]1[CH:22]=[CH:21][CH:20]=[CH:19][CH:18]=1)[C:10](=[O:23])[C:9](Br)=[CH:8]2)=[O:4].[C:26]1([Sn](CCCC)(CCCC)CCCC)[CH:31]=[CH:30][CH:29]=[CH:28][CH:27]=1.CCOC(C)=O>CN(C=O)C.[Cl-].[Na+].O.Cl[Pd](Cl)([P](C1C=CC=CC=1)(C1C=CC=CC=1)C1C=CC=CC=1)[P](C1C=CC=CC=1)(C1C=CC=CC=1)C1C=CC=CC=1>[CH3:1][O:2][C:3]([C:5]1[C:6]([OH:25])=[C:7]2[C:12](=[CH:13][N:14]=1)[N:11]([CH2:15][CH2:16][C:17]1[CH:22]=[CH:21][CH:20]=[CH:19][CH:18]=1)[C:10](=[O:23])[C:9]([C:26]1[CH:31]=[CH:30][CH:29]=[CH:28][CH:27]=1)=[CH:8]2)=[O:4] |f:4.5.6,^1:61,80|. Procedure details: A mixture of 3-bromo-5-hydroxy-2-oxo-1-phenethyl-1,2-dihydro-[1,7]naphthyridine-6-carboxylic acid methyl ester (166 mg, 0.41 mmol), PhSnBu3 (0.16 mL, 0.49 mmol), and PdCl2(PPh3)2 (58 mg, 0.082 mmol) in DMF (4 mL) was heated at 120° C. under nitrogen atmosphere for 2 h. After the mixture was cooled to r.t., brine (10 mL) and EtOAc (50 mL) were added. The aqueous layer was extracted with additional EtOAc and the organic layers were combined, washed with water, and dried over MgSO4. After evaporati... Reaction SMILES: [CH2:1]([c:2]1[cH:3][cH:4][cH:5][cH:6][cH:7]1)[O:8][c:9]1[cH:10][cH:11][c:12]2[c:16]([cH:17]1)[NH:15][C:14](=[O:18])[CH2:13]2.[CH3:25][I:26].[CH3:27][C:28](=[O:29])[CH3:30].[K+:19].[K+:20].[O-:21][C:22]([O-:23])=[O:24]>>[CH2:1]([c:2]1[cH:3][cH:4][cH:5][cH:6][cH:7]1)[O:8][c:9]1[cH:10][cH:11][c:12]2[c:16]([cH:17]1)[N:15]([CH3:22])[C:14](=[O:18])[CH2:13]2. Reactants: O=C1Cc2ccc(OCc3ccccc3)cc2N1, CI, CC(C)=O, [K+], [K+], O=C([O-])[O-]. Product: CN1C(=O)Cc2ccc(OCc3ccccc3)cc21. Starting materials: ClC=1C(=NC(=CN1)N1N=CC=2C=NC(=CC21)C2=NC(=CN=C2)C)N2C[C@H](CCC2)NC(OC(C)(C)C)=O (tert-butyl N-[(3S)-1-[3-chloro-6-[6-(6-methylpyrazin-2-yl)pyrazolo[4,3-c]pyridin-1-yl]pyrazin-2-yl]-3-piperidyl]carbamate), FC(C(=O)O)(F)F (trifluoroacetic acid). Run in ClCCl (dichloromethane). The product is ClC=1C(=NC(=CN1)N1N=CC=2C=NC(=CC21)C2=NC(=CN=C2)C)N2C[C@H](CCC2)N ((3S)-1-[3-chloro-6-[6-(6-methylpyrazin-2-yl)pyrazolo[4,3-c]pyridin-1-yl]pyrazin-2-yl]piperidin-3-amine). The yield is 49.9%. As a reaction SMILES: [Cl:1][C:2]1[C:3]([N:24]2[CH2:29][CH2:28][CH2:27][C@H:26]([NH:30]C(=O)OC(C)(C)C)[CH2:25]2)=[N:4][C:5]([N:8]2[C:16]3[CH:15]=[C:14]([C:17]4[CH:22]=[N:21][CH:20]=[C:19]([CH3:23])[N:18]=4)[N:13]=[CH:12][C:11]=3[CH:10]=[N:9]2)=[CH:6][N:7]=1.FC(F)(F)C(O)=O>ClCCl>[Cl:1][C:2]1[C:3]([N:24]2[CH2:29][CH2:28][CH2:27][C@H:26]([NH2:30])[CH2:25]2)=[N:4][C:5]([N:8]2[C:16]3[CH:15]=[C:14]([C:17]4[CH:22]=[N:21][CH:20]=[C:19]([CH3:23])[N:18]=4)[N:13]=[CH:12][C:11]=3[CH:10]=[N:9]2)=[CH:6][N:7]=1. Procedure details: A solution of tert-butyl N-[(3S)-1-[3-chloro-6-[6-(6-methylpyrazin-2-yl)pyrazolo[4,3-c]pyridin-1-yl]pyrazin-2-yl]-3-piperidyl]carbamate (30 mg, 0.057 mmol) in dichloromethane 4.0 ml and trifluoroacetic acid (0.80 ml, 10 mmol) was stirred at RT 3 h. The reaction was concentrated and diluted with water then extracted with EtOAc. The aqueous layer was basified with 1M NaOH to pH 10 then extracted with EtOAc. The organic layers was dried with sodium sulfate, filtered, and concentrated in vacuum. The...